This data is from the Open Reaction Database (ORD), a public repository of structured organic reaction records. The task is: describe an organic reaction: reactants, conditions, products, and yield The reactants are C([C@H](O)C)(=O)OC (methyl (R)-(+)-lactate), [H-].[Na+] (sodium hydride), C(C=C)(=O)OC (methyl acrylate), S(O)(O)(=O)=O (sulphuric acid). Run in C(C)OCC (diethyl ether), C(C)OCC (diethyl ether), CS(=O)C (DMSO). Conditions: temperature -35 celsius, time 20 minute. Product: COC(=O)C1C([C@H](OC1)C)=O ((2R)-4-methoxycarbonyl-2-methyltetrahydrofuran-3-one). The yield is 37.0%. As a reaction SMILES: [C:1]([O:6][CH3:7])(=O)[C@@H:2](C)O.[H-].[Na+].[C:10]([O:14][CH3:15])(=[O:13])[CH:11]=[CH2:12].S(=O)(=O)(O)[OH:17]>C(OCC)C.CS(C)=O>[CH3:15][O:14][C:10]([CH:11]1[CH2:7][O:6][C@H:1]([CH3:2])[C:12]1=[O:17])=[O:13] |f:1.2|. Procedure: A solution of methyl (R)-(+)-lactate (30 g) in diethyl ether (60 ml) was added dropwise to a stirred mixture of sodium hydride (65%, 10.42 g) and diethyl ether (180 ml) which had been cooled to -35° C. The mixture was allowed to warm to 0° C. and stirred for 20 minutes. The mixture was evaporated. To the residue so obtained there was added a solution of methyl acrylate (29.2 ml) in DMSO (120 ml) which had been cooled to 10° C. The mixture was stirred in an ice-bath for 30 minutes and at ambient ... Starting materials: C(C)OC([C@@H](NC(CNC(=O)OC(C)(C)C)=O)CC1=CC=CC=C1)=O (Boc-glycylphenylalanine ethyl ester), FC(C(=O)O)(F)F (trifluoroacetic acid). Solvent: ClCCl (dichloromethane). Run at time 1.5 hour. Yields the product C(C1=CC=CC=C1)[C@H]1C(NCC(N1)=O)=O ((S)-3-benzyl-2,5-dioxopiperazine). Yield: 65.9%. Reaction SMILES: C(OC(=O)[C@H:5]([CH2:18][C:19]1[CH:24]=[CH:23][CH:22]=[CH:21][CH:20]=1)[NH:6][C:7](=[O:17])[CH2:8][NH:9][C:10](OC(C)(C)C)=[O:11])C.FC(F)(F)C(O)=O>ClCCl>[CH2:18]([C@@H:5]1[NH:6][C:7](=[O:17])[CH2:8][NH:9][C:10]1=[O:11])[C:19]1[CH:24]=[CH:23][CH:22]=[CH:21][CH:20]=1. Procedure: To a solution of Boc-glycylphenylalanine ethyl ester (5.96 g) in dichloromethane (20 ml) was added trifluoroacetic acid (20 mL) at room temperature. After stirring 1.5 h, the resulting solution was concentrated in vacuo. The residue was dissolved in water, into which sodium bicarbonate was added until the pH was 9. After the solution was stirred for several hours, the resulting white crystals were collected and dried in vacuo to afford (S)-3-benzyl-2,5-dioxopiperazine (2.29 g, 70% in 2 steps) as... Starting materials: CCOC(=O)N1c2cc3c(cc2C(NCc2cc(C(F)(F)F)cc(C(F)(F)F)c2)CC1C)CCC3, ClC(Cl)Cl, COC(=O)Cl, ClCCl, c1ccncc1. The product is CCOC(=O)N1c2cc3c(cc2C(N(Cc2cc(C(F)(F)F)cc(C(F)(F)F)c2)C(=O)OC)CC1C)CCC3. RXN SMILES: [CH2:1]([CH3:2])[O:3][C:4](=[O:5])[N:6]1[CH:7]([CH3:35])[CH2:8][CH:9]([NH:19][CH2:20][c:21]2[cH:22][c:23]([C:31]([F:32])([F:33])[F:34])[cH:24][c:25]([C:27]([F:28])([F:29])[F:30])[cH:26]2)[c:10]2[cH:11][c:12]3[c:13]([cH:14][c:15]21)[CH2:16][CH2:17][CH2:18]3.[CH:50]([Cl:51])([Cl:52])[Cl:53].[Cl:42][C:43](=[O:44])[O:45][CH3:46].[Cl:47][CH2:48][Cl:49].[cH:36]1[cH:37][cH:38][n:39][cH:40][cH:41]1>>[CH2:1]([CH3:2])[O:3][C:4](=[O:5])[N:6]1[CH:7]([CH3:35])[CH2:8][CH:9]([N:19]([CH2:20][c:21]2[cH:22][c:23]([C:31]([F:32])([F:33])[F:34])[cH:24][c:25]([C:27]([F:28])([F:29])[F:30])[cH:26]2)[C:43](=[O:44])[O:45][CH3:46])[c:10]2[cH:11][c:12]3[c:13]([cH:14][c:15]21)[CH2:16][CH2:17][CH2:18]3. The reactants are CCCCOC(=O)C=1C=CC(=CC1)O (Butyl p-hydroxybenzoate), C(C1=CC=C(C(=O)Cl)C=C1)(=O)Cl (terephthalic dichloride). The product is C(CCC)OC(=O)C1=CC=C(C=C1)OC(C1=CC=C(C(=O)OC2=CC=C(C=C2)C(=O)OCCCC)C=C1)=O (di(p-butoxycarbonylphenyl)terephthalate). As a reaction SMILES: [CH3:1][CH2:2][CH2:3][CH2:4][O:5][C:6]([C:8]1[CH:9]=[CH:10][C:11]([OH:14])=[CH:12][CH:13]=1)=[O:7].[C:15](Cl)(=[O:25])[C:16]1[CH:24]=[CH:23][C:19]([C:20](Cl)=[O:21])=[CH:18][CH:17]=1>>[CH2:4]([O:5][C:6]([C:8]1[CH:9]=[CH:10][C:11]([O:14][C:15](=[O:25])[C:16]2[CH:24]=[CH:23][C:19]([C:20]([O:14][C:11]3[CH:10]=[CH:9][C:8]([C:6]([O:5][CH2:4][CH2:3][CH2:2][CH3:1])=[O:7])=[CH:13][CH:12]=3)=[O:21])=[CH:18][CH:17]=2)=[CH:12][CH:13]=1)=[O:7])[CH2:3][CH2:2][CH3:1]. Procedure: Butyl p-hydroxybenzoate and terephthalic dichloride are allowed to react in a similar procedure to Example 5. The product is recrystallized from hexane-chloroform (1:1) to give di(p-butoxycarbonylphenyl)terephthalate, m.p. 128°-131° C., as white crystals.